From a dataset of the Open Reaction Database (ORD), a public repository of structured organic reaction records. describe an organic reaction: reactants, conditions, products, and yield Reactants: FC1=CC=C(OC2=C(C=C(C=C2)[N+](=O)[O-])C2=CN(C3=C(N=CC=C32)OC)C)C=C1 (3-(2-(4-fluorophenoxy)-5-nitrophenyl)-7-methoxy-1-methyl-1H-pyrrolo[2,3-c]pyridine). The reagents and catalysts are [Pd] (palladium on carbon). The solvent is O1CCCC1 (tetrahydrofuran). Reaction conditions: time 1 hour. Yields the product FC1=CC=C(OC2=C(C=C(N)C=C2)C2=CN(C3=C(N=CC=C32)OC)C)C=C1 (4-(4-fluorophenoxy)-3-(7-methoxy-1-methyl-1H-pyrrolo[2,3-c]pyridin-3-yl)aniline). Yield: 98.4%. Reaction SMILES: [F:1][C:2]1[CH:29]=[CH:28][C:5]([O:6][C:7]2[CH:12]=[CH:11][C:10]([N+:13]([O-])=O)=[CH:9][C:8]=2[C:16]2[C:24]3[C:19](=[C:20]([O:25][CH3:26])[N:21]=[CH:22][CH:23]=3)[N:18]([CH3:27])[CH:17]=2)=[CH:4][CH:3]=1>O1CCCC1.[Pd]>[F:1][C:2]1[CH:29]=[CH:28][C:5]([O:6][C:7]2[CH:12]=[CH:11][C:10]([NH2:13])=[CH:9][C:8]=2[C:16]2[C:24]3[C:19](=[C:20]([O:25][CH3:26])[N:21]=[CH:22][CH:23]=3)[N:18]([CH3:27])[CH:17]=2)=[CH:4][CH:3]=1. Reported procedure: A solution of Example 15A (167 mg, 0.425 mmol) in tetrahydrofuran (20 mL) was added to 10% palladium on carbon (34 mg, 0.319 mmol) in a 50 mL pressure bottle and stirred at ambient temperature under hydrogen at 30 psi for 1 hour. The solution was filtered through a syringe filter and concentrated to give the title compound (152 mg, 99%). Reactants: C1(C(OB(O1)B1OC(C(O1)(C)C)(C)C)(C)C)(C)C, C1(CCN(CC1)C(=O)OC(C)(C)C)COc1c(ncc(c1)Br)N. Reagents/catalysts: c1ccc(cc1)-c2c3ccccc3cc4ccccc24 (9-Phenylanthracene), CC(=O)[O-].[K+] (KOAc), n1c(c(c(n1c1ccccc1)c1ccccc1)n1nccc1P(C(C)(C)C)(C(C)(C)C)[Pd](Cl)Cl)c1ccccc1 (Pd(BiPyPhos)(Cl)2). Run in CC1=CC=CC=C1 (Toluene). Conditions: temperature 100 celsius, time 18 hour. Product: CC(C)(C)OC(=O)N1CCC(COc2cc(cnc2N)B3OC(C)(C)C(C)(C)O3)CC1. Reaction SMILES: [CH3:1][C:2]1([C:7]([CH3:9])([CH3:8])[O:6][B:5](B2OC(C)(C)C(C)(C)O2)[O:4]1)[CH3:3].[CH3:10][C:11]([O:14][C:15]([N:17]1[CH2:31][CH2:30][CH:20]([CH2:21][O:22][c:23]2[c:28]([NH2:29])[n:27][cH:26][c:25](Br)[cH:24]2)[CH2:19][CH2:18]1)=[O:16])([CH3:13])[CH3:12]>>[CH3:10][C:11]([O:14][C:15]([N:17]1[CH2:31][CH2:30][CH:20]([CH2:21][O:22][c:23]2[c:28]([NH2:29])[n:27][cH:26][c:25]([B:5]3[O:6][C:7]([CH3:9])([CH3:8])[C:2]([CH3:3])([CH3:1])[O:4]3)[cH:24]2)[CH2:19][CH2:18]1)=[O:16])([CH3:13])[CH3:12]. The reactants are BrCCCCC1(C2=CC=CC=C2C=2C=CC=CC12)C(=O)O (9-(4-bromo-butyl)-9H-fluorene-9-carboxylic acid), C(C(=O)Cl)(=O)Cl (oxalyl chloride). Reagents/catalysts: CN(C=O)C (dimethylformamide). Solvent: ClCCl (dichloromethane), ClCCl (dichloromethane). Conditions: time 3 hour. Yields the product BrCCCCC1(C2=CC=CC=C2C=2C=CC=CC12)C(=O)Cl (9-(4-bromo-butyl)-9H-fluorene-9-carboxylic acid chloride). As a reaction SMILES: [Br:1][CH2:2][CH2:3][CH2:4][CH2:5][C:6]1([C:19]([OH:21])=O)[C:18]2[CH:17]=[CH:16][CH:15]=[CH:14][C:13]=2[C:12]2[C:7]1=[CH:8][CH:9]=[CH:10][CH:11]=2.C(Cl)(=O)C([Cl:25])=O>ClCCl.CN(C)C=O>[Br:1][CH2:2][CH2:3][CH2:4][CH2:5][C:6]1([C:19]([Cl:25])=[O:21])[C:18]2[CH:17]=[CH:16][CH:15]=[CH:14][C:13]=2[C:12]2[C:7]1=[CH:8][CH:9]=[CH:10][CH:11]=2. Procedure details: 23 g (0.067 mol) of 9-(4-bromo-butyl)-9H-fluorene-9-carboxylic acid are dissolved in 40 ml dichloromethane and combined with three drops of dimethylformamide and 6.96 ml (0.081 mol) of oxalyl chloride, dissolved in 10 ml dichloromethane, under nitrogen at 0° C. The mixture is stirred for 3 hours at ambient temperature. Then the solvent is removed and the crude product is further reacted without any more purification. Reactants: FC(C(=O)O)(C)C (2-fluoroisobutyric acid), NC=1C(=C(CN)C=CC1Cl)Cl (3-amino-2,4-dichloro-benzylamine), CN(C)C(=[N+](C)C)ON1C2=C(C=CC=C2)N=N1.[B-](F)(F)(F)F (TBTU), TEA. Solvent: C1CCOC1 (THF). Conditions: time 8 hour. Product: NC=1C(=C(CNC(C(C)(F)C)=O)C=CC1Cl)Cl (N-(3-Amino-2,4-dichloro-benzyl)-2-methyl-2-fluoro-propionamide). RXN SMILES: [F:1][C:2]([CH3:7])([CH3:6])[C:3](O)=[O:4].[NH2:8][C:9]1[C:10]([Cl:18])=[C:11]([CH:14]=[CH:15][C:16]=1[Cl:17])[CH2:12][NH2:13].CN(C(ON1N=NC2C=CC=CC1=2)=[N+](C)C)C.[B-](F)(F)(F)F>C1COCC1>[NH2:8][C:9]1[C:10]([Cl:18])=[C:11]([CH:14]=[CH:15][C:16]=1[Cl:17])[CH2:12][NH:13][C:3](=[O:4])[C:2]([CH3:7])([F:1])[CH3:6] |f:2.3|. Procedure details: A mixture of 2-fluoroisobutyric acid (555 mg, 5.2 mmol), 3-amino-2,4-dichloro-benzylamine (1.00 g, 5.2 mmol), TBTU (1.85 g, 5.8 mmol), TEA (1.82 mL, 13 mmol) and THF is stirred at rt overnight. The mixture is concentrated, stirred with sat. aq NaHCO3-solution and the resulting precipitate is collected by filtration, washed with water and dried. The reactants are N#Cc1cccc(C2=Nc3cc(OCC(=O)O)c(C#Cc4ccccc4)cc3NC(=O)C2)c1, CC(C)(C)N, O=C(Cl)C(=O)Cl, CN(C)C=O. The product is CC(C)(C)NC(=O)COc1cc2c(cc1C#Cc1ccccc1)NC(=O)CC(c1cccc(C#N)c1)=N2. Reaction SMILES: [C:1](#[N:2])[c:3]1[cH:4][c:5]([C:9]2=[N:10][c:11]3[c:12]([cH:17][c:18]([C:26]#[C:27][c:28]4[cH:29][cH:30][cH:31][cH:32][cH:33]4)[c:19]([O:21][CH2:22][C:23](=[O:24])[OH:25])[cH:20]3)[NH:13][C:14](=[O:16])[CH2:15]2)[cH:6][cH:7][cH:8]1.[C:40]([CH3:41])([CH3:42])([CH3:43])[NH2:44].[Cl:34][C:35]([C:36]([Cl:37])=[O:38])=[O:39].[O:45]=[CH:46][N:47]([CH3:48])[CH3:49]>>[C:1](#[N:2])[c:3]1[cH:4][c:5]([C:9]2=[N:10][c:11]3[c:12]([cH:17][c:18]([C:26]#[C:27][c:28]4[cH:29][cH:30][cH:31][cH:32][cH:33]4)[c:19]([O:21][CH2:22][C:23](=[O:24])[NH:44][C:40]([CH3:41])([CH3:42])[CH3:43])[cH:20]3)[NH:13][C:14](=[O:16])[CH2:15]2)[cH:6][cH:7][cH:8]1. Starting materials: CCCP(=O)(O)O (1-propylphosphonic acid cyclic anhydride), C(=O)=O (CO2), final mixture, CN(C1=CC=C(CNC2=CC=C(C=C2)C(C)C)C=C1)C (N-[4-(dimethylamino)benzyl]4-isopropylaniline), C(=O)(O)[O-].[Na+].CCOC(=O)C (NaHCO3 EtOAc), CN1CCOCC1 (4-methylmorpholine), solution, COC1=NC=2CCCCC2C=C1 (2-methoxy-5,6,7,8-tetrahydroquinoline), [Li]C(C)(C)C (t-BuLi), lithium carboxylate, CN(C)C=O (DMF). The solvent is CCOCC (Et2O). Run at temperature 0 celsius, time 30 minute. Yields the product CN(C1=CC=C(CN(C(=O)C2CCCC=3C=CC(=NC23)OC)C2=CC=C(C=C2)C(C)C)C=C1)C ((+/−)-N-[4-(Dimethylamino)benzyl]-N-(4-isopropylphenyl)-2-methoxy-5,6,7,8-tetrahydroquinoline-8-carboxamide). Reaction SMILES: [CH3:1][O:2][C:3]1[CH:12]=[CH:11][C:10]2[CH2:9][CH2:8][CH2:7][CH2:6][C:5]=2[N:4]=1.[Li][C:14]([CH3:17])([CH3:16])[CH3:15].[C:18](=[O:20])=O.[CH3:21]N(C=O)C.CN(C)C1C=CC(C[NH:33][C:34]2[CH:39]=[CH:38][C:37]([CH:40]([CH3:42])[CH3:41])=[CH:36][CH:35]=2)=CC=1.[CH3:46][N:47]1[CH2:52]CO[CH2:49][CH2:48]1.CCCP(O)(O)=O.C([O-])(O)=O.[Na+].CCOC(C)=O>CCOCC>[CH3:52][N:47]([CH3:46])[C:48]1[CH:21]=[CH:17][C:14]([CH2:16][N:33]([C:34]2[CH:35]=[CH:36][C:37]([CH:40]([CH3:41])[CH3:42])=[CH:38][CH:39]=2)[C:18]([CH:6]2[C:5]3[N:4]=[C:3]([O:2][CH3:1])[CH:12]=[CH:11][C:10]=3[CH2:9][CH2:8][CH2:7]2)=[O:20])=[CH:15][CH:49]=1 |f:7.8.9|. Procedure details: To a 0.22 M solution of 2-methoxy-5,6,7,8-tetrahydroquinoline in Et2O at −78° C. was added 1.7 equiv of t-BuLi [1,7M] over 5 min. After allowing the reaction to warm up to 0° C. and stirring at this temperature for 30 min, a stream of CO2(g) was then allowed to flow into the flask. The final mixture was allowed to warm to room temperature and the solvent was removed by the flow of CO2. To a solution/suspension of the resulting crude lithium carboxylate salt in DMF (12 equiv) at 0° C. was success... Reactants: C=1(C(=CC(=CC1)C)C)O.C=1(C(=CC=C(C1)C)C)O (2,4-xylenol 2,5-xylenol), CC(C)=C (isobutylene). Yields the product C(C)(C)(C)C=1C=C(C(=CC1C)O)C (4-t-butyl-2,5-xylenol), C(C)(C)(C)C=1C=C(C=C(C1O)C)C (6-t-butyl-2,4-xylenol). As a reaction SMILES: [C:1]1([OH:9])[C:2]([CH3:8])=[CH:3][C:4]([CH3:7])=[CH:5][CH:6]=1.[C:10]1([OH:18])[C:11]([CH3:17])=[CH:12][CH:13]=[C:14]([CH3:16])[CH:15]=1.[CH3:19][C:20](=[CH2:22])[CH3:21]>>[C:2]([C:13]1[CH:12]=[C:11]([CH3:17])[C:10]([OH:18])=[CH:15][C:14]=1[CH3:16])([CH3:8])([CH3:3])[CH3:1].[C:20]([C:6]1[CH:5]=[C:4]([CH3:7])[CH:3]=[C:2]([CH3:8])[C:1]=1[OH:9])([CH3:21])([CH3:19])[CH3:22] |f:0.1|. Procedure: butylating the entire 2,4-xylenol/2,5-xylenol mixture with isobutylene at a temperature of from about 20° C. to about 100° C. and pressures of from about ambient to about 200 pounds per square inch gauge in the presence of an acid catalyst to form predominantly 4-t-butyl-2,5-xylenol and 6-t-butyl-2,4-xylenol, Reactants: O=C1C2=C(COC3=C1C=C(C=C3)CC(=O)O)C=CS2 (4,10-dihydro-10-oxothieno[3,2-c][1]benzoxepin-8-acetic acid), S(O)(O)(=O)=O (sulfuric acid), CO (methanol). The product is O=C1C2=C(COC3=C1C=C(C=C3)CC(=O)OC)C=CS2 (methyl 4,10-dihydro-10-oxothieno[3,2-c][1]benzoxepin-8-acetate). RXN SMILES: [O:1]=[C:2]1[C:8]2[CH:9]=[C:10]([CH2:13][C:14]([OH:16])=[O:15])[CH:11]=[CH:12][C:7]=2[O:6][CH2:5][C:4]2[CH:17]=[CH:18][S:19][C:3]1=2.S(=O)(=O)(O)O.[CH3:25]O>>[O:1]=[C:2]1[C:8]2[CH:9]=[C:10]([CH2:13][C:14]([O:16][CH3:25])=[O:15])[CH:11]=[CH:12][C:7]=2[O:6][CH2:5][C:4]2[CH:17]=[CH:18][S:19][C:3]1=2. Reported procedure: A mixture of 0.70 g of 4,10-dihydro-10-oxothieno[3,2-c][1]benzoxepin-8-acetic acid (Example 1), 8 ml of concentrated sulfuric acid, and 150 ml of methanol is refluxed for 16 hours. The reaction mixture is concentrated in vacuo, diluted with water and extracted with benzene. The combined benzene extracts are washed with 5% sodium hydroxide and water, dried, filtered and concentrated in vacuo to an oil which solidifies upon standing. The solid is recrystallized from methanol to provide light yello...